This data is from the Open Reaction Database (ORD), a public repository of structured organic reaction records. The task is: describe an organic reaction: reactants, conditions, products, and yield Starting materials: ice water, OC1=C(C(=O)OC)C(=CC(=C1CCC(=C)C)OC)\C=C\C1=CC=CC=C1 (methyl 2-hydroxy-3-isopentenyl-4-methoxy-6-[(E)-styryl]-benzoate), 12h, NC(=O)N (urea). The solvent is C(C)O (ethanol). Product: NC(=O)NC(C1=C(C(=C(C=C1\C=C\C1=CC=CC=C1)OC)CCC(=C)C)O)=O (N-aminoformyl-2-hydroxy-3-isopentenyl-4-methoxy-6-[(E)-styryl]benzamide). Yield: 79.0%. RXN SMILES: [OH:1][C:2]1[C:11]([CH2:12][CH2:13][C:14]([CH3:16])=[CH2:15])=[C:10]([O:17][CH3:18])[CH:9]=[C:8](/[CH:19]=[CH:20]/[C:21]2[CH:26]=[CH:25][CH:24]=[CH:23][CH:22]=2)[C:3]=1[C:4](OC)=[O:5].[NH2:27][C:28]([NH2:30])=[O:29]>C(O)C>[NH2:27][C:28]([NH:30][C:4](=[O:5])[C:3]1[C:8](/[CH:19]=[CH:20]/[C:21]2[CH:26]=[CH:25][CH:24]=[CH:23][CH:22]=2)=[CH:9][C:10]([O:17][CH3:18])=[C:11]([CH2:12][CH2:13][C:14]([CH3:16])=[CH2:15])[C:2]=1[OH:1])=[O:29]. Procedure: Dissolve compound 8 (1.0 g, 2.96 mmol) in anhydrous ethanol (20 ml), add in urea (0.27 g, 4.44 mmol), reflux to react for 12h, after completion of the reaction, pour the solution into ice water and extract three times with ethyl acetate, pool the organic layer, dry over anhydrous magnesium sulfate, filter and concentrate the solution, feed the solution to a silica gel column, evaporate the solvent in the eluent to obtain a white solid as the desired product (0.89 g, 80%). 1H NMR (400 MHz, DMSO-d... Starting materials: C(C)OC([C@H](CC1=CC=C(C=C1)OC\C=C\C#CC1=CC(=CC=C1)C#C\C=C\COC1=CC=C(C=C1)C[C@@H](C(=O)OCC)OCC)OCC)=O ((E)(E)(S)(S) 2-ethoxy-3-{4-[5-(3-{5-[4-(2-ethoxy-2-ethoxycarbonyl-ethyl)-phenoxy]-pent-3-en-1-ynyl}-phenyl)-pent-2-en-4-ynyloxy]-phenyl}-propionic acid ethyl ester), [OH-].[Na+] (sodium hydroxide). Run in C1CCOC1 (THF), C(C)O (ethanol). Reaction conditions: time 2 hour. Yields the product C(=O)(O)[C@H](CC1=CC=C(OC/C=C/C#CC=2C=C(C=CC2)C#C/C=C/COC2=CC=C(C=C2)C[C@@H](C(=O)O)OCC)C=C1)OCC ((E)(E)(S)(S) 3-{4-[5-(3-{5-[4-(2-Carboxy-2-ethoxy-ethyl)-phenoxy]-pent-3-en-1-ynyl}-phenyl)-pent-2-en-4-ynyloxy]-phenyl}-2-ethoxy-propionic acid). Reaction SMILES: C([O:3][C:4](=[O:50])[C@@H:5]([O:47][CH2:48][CH3:49])[CH2:6][C:7]1[CH:12]=[CH:11][C:10]([O:13][CH2:14]/[CH:15]=[CH:16]/[C:17]#[C:18][C:19]2[CH:24]=[CH:23][CH:22]=[C:21]([C:25]#[C:26]/[CH:27]=[CH:28]/[CH2:29][O:30][C:31]3[CH:36]=[CH:35][C:34]([CH2:37][C@H:38]([O:44][CH2:45][CH3:46])[C:39]([O:41]CC)=[O:40])=[CH:33][CH:32]=3)[CH:20]=2)=[CH:9][CH:8]=1)C.[OH-].[Na+]>C1COCC1.C(O)C>[C:39]([C@@H:38]([O:44][CH2:45][CH3:46])[CH2:37][C:34]1[CH:33]=[CH:32][C:31]([O:30][CH2:29]/[CH:28]=[CH:27]/[C:26]#[C:25][C:21]2[CH:20]=[C:19]([C:18]#[C:17]/[CH:16]=[CH:15]/[CH2:14][O:13][C:10]3[CH:9]=[CH:8][C:7]([CH2:6][C@H:5]([O:47][CH2:48][CH3:49])[C:4]([OH:50])=[O:3])=[CH:12][CH:11]=3)[CH:24]=[CH:23][CH:22]=2)=[CH:36][CH:35]=1)([OH:41])=[O:40] |f:1.2|. Procedure details: To a solution of (E)(E)(S)(S) 2-ethoxy-3-{4-[5-(3-{5-[4-(2-ethoxy-2-ethoxycarbonyl-ethyl)-phenoxy]-pent-3-en-1-ynyl}-phenyl)-pent-2-en-4-ynyloxy]-phenyl}-propionic acid ethyl ester (example 5) (130 mg 0.2 mmol) in THF (3 mL) and ethanol (3 mL) was added 1N sodium hydroxide (1.5 mL). After stirring at room temperature for 2 h, the reaction mixture was concentrated in vacuo, added water and 1N hydrochloride acid to pH 1. The product was extracted with dichloromethane (×3) and the combined organic ... The reactants are O(C1=CC=CC=C1)C(C(=O)OC)C1=CC=C(C=C1)OC1=CC=C(C=C1)Cl (methyl α-(phenoxy)-α-[p-(p-chlorophenoxy)phenyl]acetate), [OH-].[K+] (KOH). The solvent is CO (methanol). The product is O(C1=CC=CC=C1)C(C(=O)O)C1=CC=C(C=C1)OC1=CC=C(C=C1)Cl (α-(Phenoxy)-α-[p-(p-chlorophenoxy)phenyl]acetic Acid). Reaction SMILES: [O:1]([CH:8]([C:13]1[CH:18]=[CH:17][C:16]([O:19][C:20]2[CH:25]=[CH:24][C:23]([Cl:26])=[CH:22][CH:21]=2)=[CH:15][CH:14]=1)[C:9]([O:11]C)=[O:10])[C:2]1[CH:7]=[CH:6][CH:5]=[CH:4][CH:3]=1.[OH-].[K+]>CO>[O:1]([CH:8]([C:13]1[CH:18]=[CH:17][C:16]([O:19][C:20]2[CH:21]=[CH:22][C:23]([Cl:26])=[CH:24][CH:25]=2)=[CH:15][CH:14]=1)[C:9]([OH:11])=[O:10])[C:2]1[CH:7]=[CH:6][CH:5]=[CH:4][CH:3]=1 |f:1.2|. Procedure: A mixture of 4.4 g of methyl α-(phenoxy)-α-[p-(p-chlorophenoxy)phenyl]acetate, 27 g of 20% KOH, and 20 ml of methanol is refluxed overnight. After cooling to room temperature, the methanol is removed at reduced pressure. The residue is dissolved in 100 ml of H2O and extracted with 100 ml of ether. The aqueous layer is acidified with concentrated HCl and a yellow oil separates. The mixture is extracted with two 50 ml portions of chloroform. The combined extracts are washed with 50 ml of water and... Reactants: CC(=O)Oc1ccc(Cc2nc(-c3c(F)cccc3Cl)nn2C)cc1, O=C([O-])[O-], CCO, [K+], [K+], O. Product: Cn1nc(-c2c(F)cccc2Cl)nc1Cc1ccc(O)cc1. Reaction SMILES: [C:1](=[O:2])([CH3:3])[O:4][c:5]1[cH:6][cH:7][c:8]([CH2:9][c:10]2[n:11][c:12](-[c:16]3[c:17]([Cl:23])[cH:18][cH:19][cH:20][c:21]3[F:22])[n:13][n:14]2[CH3:15])[cH:24][cH:25]1.[C:26](=[O:27])([O-:28])[O-:29].[CH2:32]([OH:33])[CH3:34].[K+:30].[K+:31].[OH2:35]>>[OH:4][c:5]1[cH:6][cH:7][c:8]([CH2:9][c:10]2[n:11][c:12](-[c:16]3[c:17]([Cl:23])[cH:18][cH:19][cH:20][c:21]3[F:22])[n:13][n:14]2[CH3:15])[cH:24][cH:25]1. Reactants: CCOC(=O)CCNC(=O)c1ccc(O)c(F)c1, CCCCP(CCCC)CCCC, CCOC(C)=O, Cc1ccccc1, CCCCCCC(O)c1ccc(-c2ccc(C(F)(F)F)cc2)cc1. Product: CCCCCCC(Oc1ccc(C(=O)NCCC(=O)OCC)cc1F)c1ccc(-c2ccc(C(F)(F)F)cc2)cc1. Reaction SMILES: [CH2:25]([CH3:26])[O:27][C:28]([CH2:29][CH2:30][NH:31][C:32]([c:33]1[cH:34][c:35]([F:40])[c:36]([OH:39])[cH:37][cH:38]1)=[O:41])=[O:42].[CH2:43]([P:44]([CH2:45][CH2:46][CH2:47][CH3:48])[CH2:49][CH2:50][CH2:51][CH3:52])[CH2:53][CH2:54][CH3:55].[CH3:56][CH2:57][O:58][C:59](=[O:60])[CH3:61].[CH3:62][c:63]1[cH:64][cH:65][cH:66][cH:67][cH:68]1.[F:1][C:2]([c:3]1[cH:4][cH:5][c:6](-[c:9]2[cH:10][cH:11][c:12]([CH:15]([CH2:16][CH2:17][CH2:18][CH2:19][CH2:20][CH3:21])[OH:22])[cH:13][cH:14]2)[cH:7][cH:8]1)([F:23])[F:24]>>[F:1][C:2]([c:3]1[cH:4][cH:5][c:6](-[c:9]2[cH:10][cH:11][c:12]([CH:15]([CH2:16][CH2:17][CH2:18][CH2:19][CH2:20][CH3:21])[O:22][c:36]3[c:35]([F:40])[cH:34][c:33]([C:32]([NH:31][CH2:30][CH2:29][C:28]([O:27][CH2:25][CH3:26])=[O:42])=[O:41])[cH:38][cH:37]3)[cH:13][cH:14]2)[cH:7][cH:8]1)([F:23])[F:24].